Dataset: the Open Reaction Database (ORD), a public repository of structured organic reaction records. Task: describe an organic reaction: reactants, conditions, products, and yield Yields the product COc1ccc(-c2ccc(Oc3ccccc3)nn2)cc1F. As a reaction SMILES: [C:24](=[O:25])([O-:26])[O-:27].[CH3:35][CH2:36][O:37][C:38]([CH3:39])=[O:40].[Cl:1][c:2]1[n:3][n:4][c:5](-[c:8]2[cH:9][c:10]([F:16])[c:11]([O:14][CH3:15])[cH:12][cH:13]2)[cH:6][cH:7]1.[Cs+:28].[Cs+:29].[O:30]=[CH:31][N:32]([CH3:33])[CH3:34].[OH:17][c:18]1[cH:19][cH:20][cH:21][cH:22][cH:23]1>>[c:2]1([O:17][c:18]2[cH:19][cH:20][cH:21][cH:22][cH:23]2)[n:3][n:4][c:5](-[c:8]2[cH:9][c:10]([F:16])[c:11]([O:14][CH3:15])[cH:12][cH:13]2)[cH:6][cH:7]1. Reactants: O=C([O-])[O-], CCOC(C)=O, COc1ccc(-c2ccc(Cl)nn2)cc1F, [Cs+], [Cs+], CN(C)C=O, Oc1ccccc1. The reactants are CC(C)O, CO, C=COC1CC(C)CCC1C(C)C. Product: CC1CCC(C(C)C)C(O)C1. As a reaction SMILES: [CH3:16][CH:17]([OH:18])[CH3:19].[CH3:1][OH:2].[CH:3](=[CH2:4])[O:5][CH:6]1[CH2:7][CH:8]([CH3:15])[CH2:9][CH2:10][CH:11]1[CH:12]([CH3:13])[CH3:14]>>[OH:5][CH:6]1[CH2:7][CH:8]([CH3:15])[CH2:9][CH2:10][CH:11]1[CH:12]([CH3:13])[CH3:14]. Solvent: C=1C=C(C=CC1C)C. Product: O=C(OC)C1=CC=C(B2OC(C)(C)C(O2)(C)C)C(SC)=C1. The reagents and catalysts are FC(F)(F)C1OB(OC1)C=2C=CC=CC2C=3C=NC(=CC3)C4=NC=CC=C4, O1B(OC(C)(C)C1(C)C)B2OC(C)(C)C(O2)(C)C, C[OH2+].C[OH2+].C1CC=CCCC=C1.C1CC=CCCC=C1.[Ir].[Ir]. Yield: 89.0%. Reported procedure: Ligand 3f: A mixture of ortho- and meta-borylated products (137 mg, 89% yield, ortho/meta + para = >30); ortho-borylated product 4p was obtained by further purification by GPC (130 mg, 84% yield), colorless oil; Starting materials: O=C(OC)C=1C=CC=C(SC)C1. Conditions: temperature 55 celsius, time 24 hour. Yields the product OC1(CSc2ccc(F)cc2)CN(C(c2ccccc2)c2ccccc2)C1. Reaction SMILES: [CH2:31]1[O:32][CH2:33][CH2:34][CH2:35]1.[F:3][c:4]1[cH:5][cH:6][c:7]([SH:10])[cH:8][cH:9]1.[H-:1].[Na+:2].[OH2:30].[c:11]1([CH:17]([N:18]2[CH2:19][C:20]3([CH2:21][O:22]3)[CH2:23]2)[c:24]2[cH:25][cH:26][cH:27][cH:28][cH:29]2)[cH:12][cH:13][cH:14][cH:15][cH:16]1>>[F:3][c:4]1[cH:5][cH:6][c:7]([S:10][CH2:21][C:20]2([OH:22])[CH2:19][N:18]([CH:17]([c:11]3[cH:12][cH:13][cH:14][cH:15][cH:16]3)[c:24]3[cH:25][cH:26][cH:27][cH:28][cH:29]3)[CH2:23]2)[cH:8][cH:9]1. Starting materials: C1CCOC1, Fc1ccc(S)cc1, [H-], [Na+], O, c1ccc(C(c2ccccc2)N2CC3(CO3)C2)cc1. Reactants: ClC1=C(C(=CC=C1)Cl)NS(=O)(=O)C1=NN2C(C=C(C=C2Cl)C)=N1 (N-(2,6-Dichlorophenyl)-5-chloro-7-methyl[1,2,4]triazolo[1,5-a]pyridine-2-sulfonamide), CCOCC (ether), C[O-].[Na+] (sodium methoxide), C(C)(=O)O (acetic acid). Run in CO (methanol), CO (methanol), ClCCl (dichloromethane). Reaction conditions: time 2 hour. The product is ClC1=C(C(=CC=C1)Cl)NS(=O)(=O)C1=NN2C(C=C(C=C2OC)C)=N1 (N-(2,6-Dichlorophenyl)-5-methoxy-7-methyl[1,2,4]triazolo[1,5-a]pyridine-2-sulfonamide). As a reaction SMILES: [Cl:1][C:2]1[CH:7]=[CH:6][CH:5]=[C:4]([Cl:8])[C:3]=1[NH:9][S:10]([C:13]1[N:23]=[C:16]2[CH:17]=[C:18]([CH3:22])[CH:19]=[C:20](Cl)[N:15]2[N:14]=1)(=[O:12])=[O:11].C[O-].[Na+].[C:27](O)(=[O:29])C.CCOCC>CO.ClCCl>[Cl:1][C:2]1[CH:7]=[CH:6][CH:5]=[C:4]([Cl:8])[C:3]=1[NH:9][S:10]([C:13]1[N:23]=[C:16]2[CH:17]=[C:18]([CH3:22])[CH:19]=[C:20]([O:29][CH3:27])[N:15]2[N:14]=1)(=[O:12])=[O:11] |f:1.2|. Reported procedure: N-(2,6-Dichlorophenyl)-5-chloro-7-methyl[1,2,4]triazolo[1,5-a]pyridine-2-sulfonamide (3.0 g, 0.0077 mol) and 25 percent sodium methoxide in methanol (12 mL, 2.8 g, 0.050 mol) were combined in methanol (100 mL) and heated to reflux with stirring for 2 hours. The reaction mixture was cooled and acidified with acetic acid and the volatiles were removed by evaporation under reduced pressure. The residue obtained was diluted with dichloromethane and the mixture was washed with water. The organic solu... The reactants are OC1=CC=CC=2C(C3=CC=CC(=C3C(C12)=O)O)C(=O)C1CCCCC1 (1,8-dihydroxy-10-cyclohexylcarbonylanthrone). Solvent: C(C)(=O)OC(C)=O (acetic anhydride). The product is C(C)(=O)OC1=CC=CC=2C(C3=CC=CC(=C3C(C12)=O)OC(C)=O)C(=O)C1CCCCC1 (1,8-Diacetoxy-10-cyclohexylcarbonylanthrone). Isolated yield 195.6%. RXN SMILES: [OH:1][C:2]1[C:15]2[C:14](=[O:16])[C:13]3[C:8](=[CH:9][CH:10]=[CH:11][C:12]=3[OH:17])[CH:7]([C:18]([CH:20]3[CH2:25][CH2:24][CH2:23][CH2:22][CH2:21]3)=[O:19])[C:6]=2[CH:5]=[CH:4][CH:3]=1>C(OC(=O)C)(=O)C>[C:2]([O:1][C:2]1[C:15]2[C:14](=[O:16])[C:13]3[C:8](=[CH:9][CH:10]=[CH:11][C:12]=3[O:17][C:14](=[O:16])[CH3:13])[CH:7]([C:18]([CH:20]3[CH2:21][CH2:22][CH2:23][CH2:24][CH2:25]3)=[O:19])[C:6]=2[CH:5]=[CH:4][CH:3]=1)(=[O:1])[CH3:3]. Procedure: This compound was obtained by using the same procedure as that described in Example 8(b), by treating 9 g of 1,8-dihydroxy-10-cyclohexylcarbonylanthrone with 150 cm3 of acetic anhydride. After 3 hours the mixture was concentrated, and the oil obtained crystallized out by agitation in hexane. After the solvents had been sucked off, the 11 g of product obtained was dissolved in 150 cm3 of toluene heated to 100° C. and stirred in the presence of 10 g of silica gel. After a few minutes, the solution... Starting materials: N1=CC=CC=C1 (pyridine), O1CCN(CC1)CC1=CC=C(C(=O)O)C=C1 (4-morpholinomethylbenzoic acid), Cl.C(N)(=N)C=1C=C2C=CC(=C(C2=CC1)CC(N)=O)O (6-amidino-1-carbamoylmethyl-2-naphthol.hydrochloride), C1CCC(CC1)N=C=NC2CCCCC2 (DCC). The product is Cl.Cl.O1CCN(CC1)CC1=CC=C(C(=O)OC2=C(C3=CC=C(C=C3C=C2)C(N)=N)CC(N)=O)C=C1 (6-amidino-1-carbamoylmethyl-2-naphthyl 4-morpholinomethylbenzoate.dihydrochloride). The reagents and catalysts are CN(C)C=1C=CN=CC1 (DMAP). Run in O (water). Reaction SMILES: N1C=CC=CC=1.[O:7]1[CH2:12][CH2:11][N:10]([CH2:13][C:14]2[CH:22]=[CH:21][C:17]([C:18]([OH:20])=[O:19])=[CH:16][CH:15]=2)[CH2:9][CH2:8]1.[ClH:23].[C:24]([C:27]1[CH:28]=[C:29]2[C:34](=[CH:35][CH:36]=1)[C:33]([CH2:37][C:38](=[O:40])[NH2:39])=[C:32](O)[CH:31]=[CH:30]2)(=[NH:26])[NH2:25].C1CCC(N=C=NC2CCCCC2)CC1>CN(C1C=CN=CC=1)C.O>[ClH:23].[ClH:23].[O:7]1[CH2:8][CH2:9][N:10]([CH2:13][C:14]2[CH:22]=[CH:21][C:17]([C:18]([O:20][C:32]3[CH:31]=[CH:30][C:29]4[C:34](=[CH:35][CH:36]=[C:27]([C:24](=[NH:25])[NH2:26])[CH:28]=4)[C:33]=3[CH2:37][C:38](=[O:40])[NH2:39])=[O:19])=[CH:16][CH:15]=2)[CH2:11][CH2:12]1 |f:2.3,7.8.9|. Run at time 2 hour. Procedure details: 15 Milliliters of anhydrous pyridine was added to 612.2 mg of 4-morpholinomethylbenzoic acid, 703.9 mg of 6-amidino-1-carbamoylmethyl-2-naphthol.hydrochloride, 622.6 mg of DCC and 30.7 mg of DMAP, followed by stirring for 2 hours under cooling with ice and then 3 days under cooling with water. Thereafter, the same procedure as in Example 1 was carried out to obtain 440.7 mg of the desired product. The yield is 67.4%. Starting materials: COc1cccnc1N, O=C(O)c1cccc(S(=O)(=O)c2ccccc2)c1. Product: COc1cccnc1NC(=O)c1cccc(S(=O)(=O)c2ccccc2)c1. RXN SMILES: [CH3:19][O:20][c:21]1[c:22]([NH2:27])[n:23][cH:24][cH:25][cH:26]1.[c:1]1([S:7](=[O:8])(=[O:9])[c:10]2[cH:11][c:12]([C:13](=[O:14])[OH:15])[cH:16][cH:17][cH:18]2)[cH:2][cH:3][cH:4][cH:5][cH:6]1>>[c:1]1([S:7](=[O:8])(=[O:9])[c:10]2[cH:11][c:12]([C:13](=[O:15])[NH:27][c:22]3[c:21]([O:20][CH3:19])[cH:26][cH:25][cH:24][n:23]3)[cH:16][cH:17][cH:18]2)[cH:2][cH:3][cH:4][cH:5][cH:6]1.